The task is: describe an organic reaction: reactants, conditions, products, and yield. This data is from the Open Reaction Database (ORD), a public repository of structured organic reaction records. Starting materials: O=C([O-])O, NC1CN(S(=O)(=O)O)C1=O, [Na+], C1CCOC1, O, O=C(Cl)Cc1ccccc1. The product is O=C(Cc1ccccc1)NC1CN(S(=O)(=O)[O-])C1=O, [Na+]. Reaction SMILES: [C:21](=[O:22])([O-:23])[OH:24].[NH2:1][CH:2]1[C:3](=[O:10])[N:4]([S:6](=[O:7])(=[O:8])[OH:9])[CH2:5]1.[Na+:25].[O:27]1[CH2:28][CH2:29][CH2:30][CH2:31]1.[OH2:26].[c:11]1([CH2:17][C:18](=[O:19])[Cl:20])[cH:12][cH:13][cH:14][cH:15][cH:16]1>>[NH:1]([CH:2]1[C:3](=[O:10])[N:4]([S:6](=[O:7])(=[O:8])[O-:9])[CH2:5]1)[C:18]([CH2:17][c:11]1[cH:12][cH:13][cH:14][cH:15][cH:16]1)=[O:19].[Na+:25]. Procedure details: These solutions were added to a 384-
well source plate (80 µL per well). The Mosquito HTS liquid handling robot was used to dose
each of these solutions (200 nL each) into a 1536-well plate. Reaction conditions: temperature 60 celsius, time 16 hour. The reagents and catalysts are CCN=P(N=P(N(C)C)(N(C)C)N(C)C)(N(C)C)N(C)C (P2Et), CC(C)c1cc(C(C)C)c(-c2ccccc2P(C2CCCCC2)(C2CCCCC2)->[Pd]2(OS(=O)(=O)C(F)(F)F)<-Nc3ccccc3-c3ccccc32)c(C(C)C)c1 (XPhos). Solvent: CS(=O)C (DMSO), CS(=O)C (DMSO), CS(=O)C (DMSO), CS(=O)C (DMSO), CS(=O)C (DMSO). The yield is 13.6%. The product is Cc1ccc(Nc2cccnc2)cc1. Starting materials: Cc1ccc(N)cc1, Brc1cccnc1. Starting materials: Cl.CC1=CC(=C2NC=C(CCN)C2=C1)Br (5-methyl-7-bromotryptamine hydrochloride), Cl.CC1=C(C=C(C=C1)C)NN (2,5-dimethyl-phenylhydrazine hydrochloride). Yields the product Cl.CC=1C=CC(=C2NC=C(CCN)C12)C (4,7-dimethyltryptamine hydrochloride). Reaction SMILES: [ClH:1].C[C:3]1C=C2[C:6]([NH:7]C=C2CCN)=[C:5](Br)[CH:4]=1.Cl.[CH3:17][C:18]1[CH:23]=[CH:22][C:21]([CH3:24])=[CH:20][C:19]=1[NH:25]N>>[ClH:1].[CH3:24][C:21]1[CH:22]=[CH:23][C:18]([CH3:17])=[C:19]2[C:20]=1[C:4]([CH2:5][CH2:6][NH2:7])=[CH:3][NH:25]2 |f:0.1,2.3,4.5|. Procedure details: 4,7-dimethyltryptamine hydrochloride was prepared (0.94 g) as described for 5-methyl-7-bromotryptamine hydrochloride in Example 4, except using 2,5-dimethyl-phenylhydrazine hydrochloride (16.8 g) as starting material. ##STR47## Reactants: [ 1 ], ClC1=NC=NC2=CC(=C(C=C12)OCCOC)OCCOC (4-chloro-6,7-di-(2-methoxyethoxy) quinazoline), FC=1C=C(C=CC1O)CC(=O)O (2-(3-fluoro-4-hydroxyphenyl)acetic acid). Product: FC=1C=C(C=CC1OC1=NC=NC2=CC(=C(C=C12)OCCOC)OCCOC)CC(=O)O (2-{3-fluoro-4-[6,7-di-(2-methoxyethoxy)quinazolin-4-yloxy]phenyl}acetic acid). Yield: 41.0%. RXN SMILES: Cl[C:2]1[C:11]2[C:6](=[CH:7][C:8]([O:17][CH2:18][CH2:19][O:20][CH3:21])=[C:9]([O:12][CH2:13][CH2:14][O:15][CH3:16])[CH:10]=2)[N:5]=[CH:4][N:3]=1.[F:22][C:23]1[CH:24]=[C:25]([CH2:30][C:31]([OH:33])=[O:32])[CH:26]=[CH:27][C:28]=1[OH:29]>>[F:22][C:23]1[CH:24]=[C:25]([CH2:30][C:31]([OH:33])=[O:32])[CH:26]=[CH:27][C:28]=1[O:29][C:2]1[C:11]2[C:6](=[CH:7][C:8]([O:17][CH2:18][CH2:19][O:20][CH3:21])=[C:9]([O:12][CH2:13][CH2:14][O:15][CH3:16])[CH:10]=2)[N:5]=[CH:4][N:3]=1. Procedure details: Using an analogous procedure to that described in the portion of Note [1] below Table III in Example 8 that is concerned with the preparation of starting materials, 4-chloro-6,7-di-(2-methoxyethoxy) quinazoline was reacted with 2-(3-fluoro-4-hydroxyphenyl)acetic acid to give 2-{3-fluoro-4-[6,7-di-(2-methoxyethoxy)quinazolin-4-yloxy]phenyl}acetic acid in 41% yield; Mass Spectrum: M+H+ 447. The reactants are COC(=O)Cl (methylchloroformate), COC1=C(/C=C/C(C2=CC(=C(C=C2)OC)N)S(=O)(=O)C(C2=CC(=C(C=C2)OC)N)\C=C\C2=C(C=C(C=C2OC)OC)OC)C(=CC(=C1)OC)OC ((E)-2,4,6-trimethoxy styryl-3-amino-4-methoxybenzylsulfone). The product is COC1=C(/C=C/C(C2=CC(=C(C=C2)OC)NC(=O)OC)S(=O)(=O)C(C2=CC(=C(C=C2)OC)NC(=O)OC)\C=C\C2=C(C=C(C=C2OC)OC)OC)C(=CC(=C1)OC)OC ((E)-2,4,6-trimethoxystyryl-3-(methoxycarbonylamino)-4-methoxy-benzylsulfone). Yield: 51.0%. RXN SMILES: [CH3:1][O:2][C:3](Cl)=[O:4].[CH3:6][O:7][C:8]1[CH:52]=[C:51]([O:53][CH3:54])[CH:50]=[C:49]([O:55][CH3:56])[C:9]=1/[CH:10]=[CH:11]/[CH:12]([S:22]([CH:25](/[CH:35]=[CH:36]/[C:37]1[C:42]([O:43][CH3:44])=[CH:41][C:40]([O:45][CH3:46])=[CH:39][C:38]=1[O:47][CH3:48])[C:26]1[CH:31]=[CH:30][C:29]([O:32][CH3:33])=[C:28]([NH2:34])[CH:27]=1)(=[O:24])=[O:23])[C:13]1[CH:18]=[CH:17][C:16]([O:19][CH3:20])=[C:15]([NH2:21])[CH:14]=1>>[CH3:56][O:55][C:49]1[CH:50]=[C:51]([O:53][CH3:54])[CH:52]=[C:8]([O:7][CH3:6])[C:9]=1/[CH:10]=[CH:11]/[CH:12]([S:22]([CH:25](/[CH:35]=[CH:36]/[C:37]1[C:38]([O:47][CH3:48])=[CH:39][C:40]([O:45][CH3:46])=[CH:41][C:42]=1[O:43][CH3:44])[C:26]1[CH:31]=[CH:30][C:29]([O:32][CH3:33])=[C:28]([NH:34][C:3]([O:2][CH3:1])=[O:4])[CH:27]=1)(=[O:24])=[O:23])[C:13]1[CH:18]=[CH:17][C:16]([O:19][CH3:20])=[C:15]([NH:21][C:3]([O:2][CH3:1])=[O:4])[CH:14]=1. Procedure details: A solution of methylchloroformate (10 mmol) and (E)-2,4,6-trimethoxy styryl-3-amino-4-methoxybenzylsulfone (10 mmol) was reacted according to General Method A. The product obtained was purified by recrystallization from 2-propanol. (yield 51%, m.p. 188-191° C.) Starting materials: Intermediate 17, C=1C=CC(=CC1)P(C=2C=CC=CC2)C3=CC=C4C=CC=CC4=C3C5=C6C=CC=CC6=CC=C5P(C=7C=CC=CC7)C=8C=CC=CC8 (BINAP), ClC1=C(C(=NC(=C1)C)C)[N+](=O)[O-] (4-chloro-2,6-dimethyl-3-nitropyridine), ClC1=C(C=NC=C1)[N+](=O)[O-] (4-chloro-3-nitropyridine), NC1=CC=CC=C1 (aniline), NC1=NC=CC=C1 (2-aminopyridine), [H-].[Na+] (NaH), C(=O)([O-])[O-].[K+].[K+] (K2CO3), Intermediate 17, Intermediate 19. Reagents/catalysts: CC(=O)[O-].CC(=O)[O-].[Pd+2] (Pd(OAc)2). The solvent is C1(=CC=CC=C1)C (toluene), C1CCOC1 (THF). Product: CC1=NC(=CC2=C1N=NN2C2=CC=CC=C2)C (4,6-dimethyl-1-phenyl-1H-[1,2,3]triazolo[4,5-c]pyridine). RXN SMILES: C1C=CC(P(C2C(C3C(P(C4C=CC=CC=4)C4C=CC=CC=4)=CC=C4C=3C=CC=C4)=C3C(C=CC=C3)=CC=2)C2C=CC=CC=2)=CC=1.Cl[C:48]1[CH:53]=[C:52]([CH3:54])[N:51]=[C:50]([CH3:55])[C:49]=1[N+:56]([O-])=O.ClC1C=C[N:63]=CC=1[N+]([O-])=O.[NH2:69][C:70]1[CH:75]=[CH:74][CH:73]=[CH:72][CH:71]=1.NC1C=CC=CN=1.[H-].[Na+].C([O-])([O-])=O.[K+].[K+]>CC([O-])=O.CC([O-])=O.[Pd+2].C1(C)C=CC=CC=1.C1COCC1>[CH3:55][C:50]1[C:49]2[N:56]=[N:63][N:69]([C:70]3[CH:75]=[CH:74][CH:73]=[CH:72][CH:71]=3)[C:48]=2[CH:53]=[C:52]([CH3:54])[N:51]=1 |f:5.6,7.8.9,10.11.12|. Reported procedure: The title compound was prepared in a manner analogous to Intermediate 17, Step 1 through Intermediate 19, Step 3. In the synthesis of Intermediate 17, Step 1 Pd(OAc)2 and BINAP were eliminated and these substitutions were made: 4-chloro-2,6-dimethyl-3-nitropyridine for 4-chloro-3-nitropyridine, aniline for 2-aminopyridine, NaH for K2CO3, and THF for toluene, and the reaction was carried out for 24 h at room temperature. MS (ESI) mass calcd. C13H12N4, 224.1. m/z found, 225.1 [M+H]+. The reactants are COC(C1=CC(=CC=C1)CC(=O)O)=O (3-carboxymethyl benzoic acid methyl ester), C1(CCC1)C=1N=C(SC1)/C=C/C=1C=C(C=CC1)N ((E)-3-[2-[4-(cyclobutyl)-2-thiazolyl]ethenyl]benzeneamine), N-ethyl-N-(dimethylaminopropyl) carbodiimide. The reagents and catalysts are CN(C1=CC=NC=C1)C (4-dimethylaminopyridine). Solvent: C(Cl)Cl (methylene chloride). Reaction conditions: time 16 hour. Product: COC(C1=CC(=CC=C1)CC(=O)NC1=CC(=CC=C1)\C=C\C=1SC=C(N1)C1CCC1)=O ((E)-3-[2-[3-[2-[4-(cyclobutyl)-2-thiazolyl]ethenyl]phenylamino]-2-oxoethyl]benzoic acid methyl ester). Isolated yield 77.5%. RXN SMILES: [CH3:1][O:2][C:3](=[O:14])[C:4]1[CH:9]=[CH:8][CH:7]=[C:6]([CH2:10][C:11]([OH:13])=O)[CH:5]=1.[CH:15]1([C:19]2[N:20]=[C:21](/[CH:24]=[CH:25]/[C:26]3[CH:27]=[C:28]([NH2:32])[CH:29]=[CH:30][CH:31]=3)[S:22][CH:23]=2)[CH2:18][CH2:17][CH2:16]1>CN(C)C1C=CN=CC=1.C(Cl)Cl>[CH3:1][O:2][C:3](=[O:14])[C:4]1[CH:9]=[CH:8][CH:7]=[C:6]([CH2:10][C:11]([NH:32][C:28]2[CH:29]=[CH:30][CH:31]=[C:26](/[CH:25]=[CH:24]/[C:21]3[S:22][CH:23]=[C:19]([CH:15]4[CH2:18][CH2:17][CH2:16]4)[N:20]=3)[CH:27]=2)=[O:13])[CH:5]=1. Reported procedure: A solution composed of 1.0 g of 3-carboxymethyl benzoic acid methyl ester, 1.3 g of (E)-3-[2-[4-(cyclobutyl)-2-thiazolyl]ethenyl]benzeneamine, 1.0 g of N-ethyl-N-(dimethylaminopropyl) carbodiimide, 2.4 g of 4-dimethylaminopyridine and 75 ml of methylene chloride was stored at 0° C. After 16 hr., the reaction mixture was washed with 75 ml of water, dried (MgSO4) and the solvents removed by rotary evaporation. The residual materials were triturated with ethyl acetate/hexane to yield 1.7 g of (E)-3...